This data is from the Open Reaction Database (ORD), a public repository of structured organic reaction records. The task is: describe an organic reaction: reactants, conditions, products, and yield Starting materials: C(C)(C)(C)OC(N(C)[C@@H](C)C(N[C@H]1CNC2=C(N(C1=O)CC1=NN(C3=CC=CC=C13)C1=C(C=CC=C1)C#N)C=CC=C2)=O)=O (((S)-1-{(S)-1-[1-(2-cyano-phenyl)-1H-indazol-3-ylmethyl]-2-oxo-2,3,4,5-tetrahydro-1H-benzo[b][1,4]diazepin-3-ylcarbamoyl}-ethyl)-methyl-carbamic acid tert-butyl ester), C(C)(C)(C)OC(N(C)[C@@H](C)C(N[C@H]1CNC2=C(N(C1=O)CC1=NN(C3=CC=CC=C13)C1=C(C=CC=C1)C#N)C=CC=C2)=O)=O (((S)-1-{(S)-1-[1-(2-cyano-phenyl)-1H-indazol-3-ylmethyl]-2-oxo-2,3,4,5-tetrahydro-1H-benzo[b][1,4]diazepin-3-ylcarbamoyl}-ethyl)-methyl-carbamic acid tert-butyl ester), C(C1=CC=C(C(=O)Cl)C=C1)(=O)Cl (terephthaloyl chloride). Product: Cl.Cl.C(#N)C1=C(C=CC=C1)N1N=C(C2=CC=CC=C12)CN1C([C@H](CN(C2=C1C=CC=C2)C(C2=CC=C(C=C2)C(=O)N2C[C@@H](C(N(C1=C2C=CC=C1)CC1=NN(C2=CC=CC=C12)C1=C(C=CC=C1)C#N)=O)NC([C@H](C)NC)=O)=O)NC([C@H](C)NC)=O)=O ((2S)-N-[(3S)-5-[[1-(2-Cyanophenyl)indazol-3-yl]methyl]-1-[4-[(3S)-5-[[1-(2-cyanophenyl)indazol-3-yl]methyl]-3-[[(2S)-2-(methylamino)propanoyl]amino]-4-oxo-2,3-dihydro-1,5-benzodiazepine-1-carbonyl]benzoyl]-4-oxo-2,3-dihydro-1,5-benzodiazepin-3-yl]-2-(methylamino)propanamide dihydrochloride). Yield: 9.8%. RXN SMILES: C(OC(=O)[N:7]([C@H:9]([C:11](=[O:43])[NH:12][C@@H:13]1[C:19](=[O:20])[N:18]([CH2:21][C:22]2[C:30]3[C:25](=[CH:26][CH:27]=[CH:28][CH:29]=3)[N:24]([C:31]3[CH:36]=[CH:35][CH:34]=[CH:33][C:32]=3[C:37]#[N:38])[N:23]=2)[C:17]2[CH:39]=[CH:40][CH:41]=[CH:42][C:16]=2[NH:15][CH2:14]1)[CH3:10])[CH3:8])(C)(C)C.[C:45](Cl)(=[O:55])[C:46]1[CH:54]=[CH:53][C:49]([C:50]([Cl:52])=[O:51])=[CH:48][CH:47]=1>>[ClH:52].[ClH:52].[C:37]([C:32]1[CH:33]=[CH:34][CH:35]=[CH:36][C:31]=1[N:24]1[C:25]2[C:30](=[CH:29][CH:28]=[CH:27][CH:26]=2)[C:22]([CH2:21][N:18]2[C:17]3[CH:39]=[CH:40][CH:41]=[CH:42][C:16]=3[N:15]([C:45](=[O:55])[C:46]3[CH:54]=[CH:53][C:49]([C:50]([N:15]4[C:16]5[CH:42]=[CH:41][CH:40]=[CH:39][C:17]=5[N:18]([CH2:21][C:22]5[C:30]6[C:25](=[CH:26][CH:27]=[CH:28][CH:29]=6)[N:24]([C:31]6[CH:36]=[CH:35][CH:34]=[CH:33][C:32]=6[C:37]#[N:38])[N:23]=5)[C:19](=[O:20])[C@@H:13]([NH:12][C:11](=[O:43])[C@@H:9]([NH:7][CH3:8])[CH3:10])[CH2:14]4)=[O:51])=[CH:48][CH:47]=3)[CH2:14][C@H:13]([NH:12][C:11](=[O:43])[C@@H:9]([NH:7][CH3:8])[CH3:10])[C:19]2=[O:20])=[N:23]1)#[N:38] |f:2.3.4|. Procedure details: In a similar manner to that described for Example 22, ((S)-1-{(S)-1-[1-(2-cyano-phenyl)-1H-indazol-3-ylmethyl]-2-oxo-2,3,4,5-tetrahydro-1H-benzo[b][1,4]diazepin-3-ylcarbamoyl}-ethyl)-methyl-carbamic acid tert-butyl ester (Intermediate 14) (262.9 mg, 0.443 mmol) and terephthaloyl chloride (45 mg, 0.222 mmol) were converted to the title compound (13 mg) as a white solid. LC-MS: 1118 (M+H). Starting materials: COCC=O (methoxyacetaldehyde), resultant mixture, C(C)(=O)NCC(=O)O (N-acetylglycine), C(C)(=O)OC(C)=O (acetic anhydride), C(C)(=O)[O-].[Pb+2].C(C)(=O)[O-] (lead acetate). Product: COCC=C1N=C(OC1=O)C (4-(2-Methoxyethylidene)-2-methyl-5-oxazolone). Solvent: O1CCCC1 (THF), O1CCCC1 (tetrahydrofuran). Reported procedure: A flask equipped with a mechanical stirrer, reflux condenser, dropping funnel, and drying tube was charged with 38.5 g (0.33 mol) of N-acetylglycine (2), 134 g (1.3 mol) of acetic anhydride, 54 g (0.166 mol) of lead acetate, and 450 ml of tetrahydrofuran (THF). The mixture was heated with stirring at reflux temperature for 1 hr. A solution consisting of 37 g (0.5 mol) of methoxyacetaldehyde (1) and 220 ml of THF was then added dropwise over a 21/2 hr period. The resultant mixture was heated with... RXN SMILES: [C:1]([NH:4][CH2:5][C:6]([OH:8])=[O:7])(=O)[CH3:2].[C:9]([O:12][C:13](=O)C)(=O)[CH3:10].C([O-])(=O)C.[Pb+2].C([O-])(=O)C.COCC=O>O1CCCC1>[CH3:13][O:12][CH2:9][CH:10]=[C:5]1[C:6](=[O:7])[O:8][C:1]([CH3:2])=[N:4]1 |f:2.3.4|. Starting materials: ClC1=C(C(=O)C2=CC=C(C=C2)OC)C=C(C=C1)[N+](=O)[O-] (2-chloro-4'-methoxy-5-nitro-benzophenone), C([O-])([O-])=O.[Ca+2] (calcium carbonate), CC1CCNCC1 (4-methyl piperidine). The solvent is C(C)O (ethanol). Yields the product CC1CCN(CC1)C1=C(C=C(C=C1)[N+](=O)[O-])C(=O)C1=CC=C(C=C1)OC ([2-(4-methyl-1-piperidinyl)-5-nitrophenyl]-(4-methoxyphenyl)-methanone). The yield is 54.2%. Reaction SMILES: Cl[C:2]1[CH:17]=[CH:16][C:15]([N+:18]([O-:20])=[O:19])=[CH:14][C:3]=1[C:4]([C:6]1[CH:11]=[CH:10][C:9]([O:12][CH3:13])=[CH:8][CH:7]=1)=[O:5].C(=O)([O-])[O-].[Ca+2].[CH3:26][CH:27]1[CH2:32][CH2:31][NH:30][CH2:29][CH2:28]1>C(O)C>[CH3:26][CH:27]1[CH2:32][CH2:31][N:30]([C:2]2[CH:17]=[CH:16][C:15]([N+:18]([O-:20])=[O:19])=[CH:14][C:3]=2[C:4]([C:6]2[CH:11]=[CH:10][C:9]([O:12][CH3:13])=[CH:8][CH:7]=2)=[O:5])[CH2:29][CH2:28]1 |f:1.2|. Procedure details: Proceeding as indicated in example 2, with 0.0635 mole (18.5 g) of 2-chloro-4'-methoxy-5-nitro-benzophenone, 0.076 mole (10.5 g) of calcium carbonate and 0.127 mole (12.57 g) of 4-methyl piperidine in 50 cm3 of ethanol, 12.2 g (Yield: 53%) of the expected product are obtained. M.P. 119° C. Reactants: Cl (Hydrochloric acid), C1(=CC=CC=C1)C1=CC(=CN1S(=O)(=O)C=1SC=CC1)C=O (5-Phenyl-1-(2-thienylsulfonyl)-1H-pyrrole-3-carbaldehyde), CO.CN (methylamine methanol), [BH4-].[Na+] (Sodium borohydride), C(O)([O-])=O.[Na+] (sodium hydrogencarbonate). The solvent is CO (methanol). Reaction conditions: time 30 minute. Product: Cl.CNCC1=CN(C(=C1)C1=CC=CC=C1)S(=O)(=O)C=1SC=CC1 (N-Methyl-1-[5-phenyl-1-(2-thienylsulfonyl)-1H-pyrrol-3-yl]methanamine hydrochloride). Isolated yield 82.0%. As a reaction SMILES: [C:1]1([C:7]2[N:11]([S:12]([C:15]3[S:16][CH:17]=[CH:18][CH:19]=3)(=[O:14])=[O:13])[CH:10]=[C:9]([CH:20]=O)[CH:8]=2)[CH:6]=[CH:5][CH:4]=[CH:3][CH:2]=1.CO.[CH3:24][NH2:25].[BH4-].[Na+].[ClH:28].C(=O)([O-])O.[Na+]>CO>[ClH:28].[CH3:24][NH:25][CH2:20][C:9]1[CH:8]=[C:7]([C:1]2[CH:6]=[CH:5][CH:4]=[CH:3][CH:2]=2)[N:11]([S:12]([C:15]2[S:16][CH:17]=[CH:18][CH:19]=2)(=[O:14])=[O:13])[CH:10]=1 |f:1.2,3.4,6.7,9.10|. Reported procedure: 5-Phenyl-1-(2-thienylsulfonyl)-1H-pyrrole-3-carbaldehyde (180 mg) was dissolved in methanol (20 mL), a 40% methylamine methanol solution (220 mg) was added at room temperature, and the mixture was stirred for 30 min. Sodium borohydride (64 mg) was added at room temperature, and the mixture was stirred for 10 min. 1 mol/L Hydrochloric acid (20 mL) was added, and the mixture was stirred for 5 min. The reaction mixture was alkalized with a saturated aqueous sodium hydrogencarbonate solution and ext... The reactants are ClCCCN1S(NC2=C(C1)C=CC=C2)(=O)=O (3-(3-chloropropyl)-3,4-dihydro-1H-2,1,3-benzothiadiazine 2,2-dioxide), ClC1=CC=C(C=C1)B(O)O (p-chloro phenylboronic acid). The product is ClC1=CC=C(C=C1)N1S(N(CC2=C1C=CC=C2)CCCCl)(=O)=O (1-(4-chlorophenyl)-3-(3-chloropropyl)-3,4-dihydro-1H-2,1,3-benzothiadiazine 2,2-dioxide). Reaction SMILES: [Cl:1][CH2:2][CH2:3][CH2:4][N:5]1[CH2:10][C:9]2[CH:11]=[CH:12][CH:13]=[CH:14][C:8]=2[NH:7][S:6]1(=[O:16])=[O:15].[Cl:17][C:18]1[CH:23]=[CH:22][C:21](B(O)O)=[CH:20][CH:19]=1>>[Cl:17][C:18]1[CH:23]=[CH:22][C:21]([N:7]2[C:8]3[CH:14]=[CH:13][CH:12]=[CH:11][C:9]=3[CH2:10][N:5]([CH2:4][CH2:3][CH2:2][Cl:1])[S:6]2(=[O:16])=[O:15])=[CH:20][CH:19]=1. Reported procedure: In an analogous manner to Example 1 step 7, 3-(3-chloropropyl)-3,4-dihydro-1H-2,1,3-benzothiadiazine 2,2-dioxide (468 mg) was coupled to p-chloro phenylboronic acid to provide 1-(4-chlorophenyl)-3-(3-chloropropyl)-3,4-dihydro-1H-2,1,3-benzothiadiazine 2,2-dioxide (50 mg): The reactants are CC=1C=CC(=CC1)C(=O)O (p-toluic acid), C(=O)(Cl)Cl (phosgene). Solvent: ClC1=CC=CC=C1 (monochlorobenzene). Run at time 3 hour. Product: C=1(C(=CC=CC1)C(=O)Cl)C (toluoyl chloride). Reaction SMILES: [CH3:1][C:2]1[CH:3]=[CH:4][C:5](C(O)=O)=[CH:6][CH:7]=1.[C:11]([Cl:14])(Cl)=[O:12]>ClC1C=CC=CC=1>[C:2]1([CH3:1])[C:7]([C:11]([Cl:14])=[O:12])=[CH:6][CH:5]=[CH:4][CH:3]=1. Procedure: 81.4 g (0.6 mol) of p-toluic acid and 892 g of monochlorobenzene are introduced into the reactor and 582 g (5.9 mol) of phosgene are then added. The set pressure is adjusted to 11.2 bar relative and the reaction medium is heated. The reaction is complete after 3 hours. Analysis of the final reaction medium is carried out by gas chromatography. The level of residual acid is 0.3 mol % and the level of toluoyl chloride obtained is 99.7 mol %. Reactants: CN(C)C=O, COC(=O)C(Cl)c1ccccc1COc1cc(C)ccc1C, O=N[O-], [Na+], O, Oc1cc(O)cc(O)c1. Product: COC(=O)C(c1ccccc1COc1cc(C)ccc1C)[N+](=O)[O-]. As a reaction SMILES: [CH3:37][N:38]([CH3:39])[CH:40]=[O:41].[Cl:1][CH:2]([C:3](=[O:4])[O:5][CH3:6])[c:7]1[c:8]([CH2:13][O:14][c:15]2[c:16]([CH3:22])[cH:17][cH:18][c:19]([CH3:21])[cH:20]2)[cH:9][cH:10][cH:11][cH:12]1.[N:23](=[O:24])[O-:25].[Na+:26].[OH2:36].[OH:27][c:28]1[cH:29][c:30]([OH:31])[cH:32][c:33]([OH:34])[cH:35]1>>[CH:2]([C:3](=[O:4])[O:5][CH3:6])([c:7]1[c:8]([CH2:13][O:14][c:15]2[c:16]([CH3:22])[cH:17][cH:18][c:19]([CH3:21])[cH:20]2)[cH:9][cH:10][cH:11][cH:12]1)[N+:23](=[O:24])[O-:25]. Starting materials: CC(C)(C)OC(=O)N1CC(CNCCCc2c[nH]c3ccc(F)cc23)Oc2ccccc21, ClCCl, [Na+], [Na+], O=C([O-])[O-], O=C(O)C(F)(F)F. Yields the product Fc1ccc2[nH]cc(CCCNCC3CNc4ccccc4O3)c2c1. RXN SMILES: [C:1]([O:2][C:3](=[O:4])[N:8]1[CH2:9][CH:10]([CH2:18][NH:19][CH2:20][CH2:21][CH2:22][c:23]2[cH:24][nH:25][c:26]3[cH:27][cH:28][c:29]([F:32])[cH:30][c:31]23)[O:11][c:12]2[c:13]1[cH:14][cH:15][cH:16][cH:17]2)([CH3:5])([CH3:6])[CH3:7].[CH2:46]([Cl:47])[Cl:48].[Na+:40].[Na+:41].[O-:42][C:43](=[O:44])[O-:45].[OH:33][C:34]([C:35]([F:36])([F:37])[F:38])=[O:39]>>[NH:8]1[CH2:9][CH:10]([CH2:18][NH:19][CH2:20][CH2:21][CH2:22][c:23]2[cH:24][nH:25][c:26]3[cH:27][cH:28][c:29]([F:32])[cH:30][c:31]23)[O:11][c:12]2[c:13]1[cH:14][cH:15][cH:16][cH:17]2.